The task is: describe an organic reaction: reactants, conditions, products, and yield. This data is from the Open Reaction Database (ORD), a public repository of structured organic reaction records. The product is CCCCOC(=O)NS(=O)(=O)c1sc(CC(C)C)cc1-c1cccc(Cn2cnc3cccnc32)c1. The reactants are CCCCOC(=O)Cl, ClCCl, c1ccc(N2CCCC2)nc1, O=C(O)CC(O)(CC(=O)O)C(=O)O, CC(C)Cc1cc(-c2cccc(Cn3cnc4cccnc43)c2)c(S(=O)(=O)NC(C)(C)C)s1. RXN SMILES: [Cl:45][C:46](=[O:47])[O:48][CH2:49][CH2:50][CH2:51][CH3:52].[Cl:66][CH2:67][Cl:68].[N:34]1([c:35]2[cH:36][cH:37][cH:38][cH:39][n:40]2)[CH2:41][CH2:42][CH2:43][CH2:44]1.[OH:53][C:54]([CH2:55][C:56]([C:57](=[O:58])[OH:59])([CH2:60][C:61](=[O:62])[OH:63])[OH:64])=[O:65].[n:1]1[cH:2][n:3]([CH2:10][c:11]2[cH:12][c:13](-[c:17]3[c:18]([S:26](=[O:27])(=[O:28])[NH:29][C:30]([CH3:31])([CH3:32])[CH3:33])[s:19][c:20]([CH2:22][CH:23]([CH3:24])[CH3:25])[cH:21]3)[cH:14][cH:15][cH:16]2)[c:4]2[n:5][cH:6][cH:7][cH:8][c:9]12>>[n:1]1[cH:2][n:3]([CH2:10][c:11]2[cH:12][c:13](-[c:17]3[c:18]([S:26](=[O:27])(=[O:28])[NH:29][C:46](=[O:47])[O:48][CH2:49][CH2:50][CH2:51][CH3:52])[s:19][c:20]([CH2:22][CH:23]([CH3:24])[CH3:25])[cH:21]3)[cH:14][cH:15][cH:16]2)[c:4]2[n:5][cH:6][cH:7][cH:8][c:9]12. The reactants are ClCC1=NN=C(O1)C1=CC=C(C=C1)C1=CC(=CC=C1C)C(=O)NC1CC1 (4′-[5-(chloromethyl)-1,3,4-oxadiazol-2-yl]-N-cyclopropyl-6-methyl-1,1′-biphenyl-3-carboxamide), ClCC1=NN=C(O1)C1=CC=C(C=C1)C1=CC(=CC=C1C)C(=O)NC1CC1 (4′-[5-(chloromethyl)-1,3,4-oxadiazol-2-yl]-N-cyclopropyl-6-methyl-1,1′-biphenyl-3-carboxamide), [I-].[K+] (potassium iodide), C1(CC1)CN (cyclopropylmethylamine). Conditions: time 18 hour. Yields the product C1(CC1)NC(=O)C=1C=C(C(=CC1)C)C1=CC=C(C=C1)C=1OC(=NN1)CNCC1CC1 (N-Cyclopropyl-4′-(5-{[(cyclopropylmethyl)amino]methyl}-1,3,4-oxadiazol-2-yl)-6methyl-1,1′-biphenyl-3-carboxamide). RXN SMILES: Cl[CH2:2][C:3]1[O:7][C:6]([C:8]2[CH:13]=[CH:12][C:11]([C:14]3[C:19]([CH3:20])=[CH:18][CH:17]=[C:16]([C:21]([NH:23][CH:24]4[CH2:26][CH2:25]4)=[O:22])[CH:15]=3)=[CH:10][CH:9]=2)=[N:5][N:4]=1.[I-].[K+].[CH:29]1([CH2:32][NH2:33])[CH2:31][CH2:30]1>>[CH:24]1([NH:23][C:21]([C:16]2[CH:15]=[C:14]([C:11]3[CH:12]=[CH:13][C:8]([C:6]4[O:7][C:3]([CH2:2][NH:33][CH2:32][CH:29]5[CH2:31][CH2:30]5)=[N:4][N:5]=4)=[CH:9][CH:10]=3)[C:19]([CH3:20])=[CH:18][CH:17]=2)=[O:22])[CH2:26][CH2:25]1 |f:1.2|. Procedure details: 4′-[5-(Chloromethyl)-1,3,4-oxadiazol-2-yl]-N-cyclopropyl-6-methyl-1,1′-biphenyl-3-carboxamide (Intermediate 45) (37 mg) and potassium iodide (5 mg) were mixed in cyclopropylmethylamine (3 ml) and the reaction stirred at room temperature for 18 hours. The excess amine was evaporated under vacuum and the residue purified by preparative HPLC. After evaporation of the solvent this gave N-cyclopropyl-4′-(5-{[(cyclopropylmethyl)amino]methyl}-1,3,4-oxadiazol-2-yl)-6-methyl-1,1′-biphenyl-3-carboxamide. Starting materials: OC1=CC=C(C=C1)CC(=O)OC (methyl p-hydroxyphenylacetate), CS(=O)(=O)OCC(C)OC1=CC=C(C=C1)F (2-(p-Fluorophenoxy)-1-propanol O-methane-sulfonate), Br (HBr), BrN1C(CCC1=O)=O (N-bromosuccinimide). Solvent: CN(C(C)=O)C (N,N-dimethylacetamide), C(Cl)(Cl)(Cl)Cl (carbon tetrachloride). The product is BrC(C(=O)OC)C1=CC=C(C=C1)OCC(C)OC1=CC=C(C=C1)F (Methyl Bromo{p-[2-(p-fluorophenoxy)propoxy]phenyl}acetate). Reaction SMILES: [OH:1][C:2]1[CH:7]=[CH:6][C:5]([CH2:8][C:9]([O:11][CH3:12])=[O:10])=[CH:4][CH:3]=1.CS(O[CH2:18][CH:19]([O:21][C:22]1[CH:27]=[CH:26][C:25]([F:28])=[CH:24][CH:23]=1)[CH3:20])(=O)=O.[Br:29]N1C(=O)CCC1=O.Br>CN(C)C(=O)C.C(Cl)(Cl)(Cl)Cl>[Br:29][CH:8]([C:5]1[CH:4]=[CH:3][C:2]([O:1][CH2:18][CH:19]([O:21][C:22]2[CH:27]=[CH:26][C:25]([F:28])=[CH:24][CH:23]=2)[CH3:20])=[CH:7][CH:6]=1)[C:9]([O:11][CH3:12])=[O:10]. Reported procedure: As described in Example 68, 46 g of methyl p-hydroxyphenylacetate is reacted with 2-(p-Fluorophenoxy)-1-propanol O-methane-sulfonate in 400 ml of N,N-dimethylacetamide at 100° C. for 18 hrs. The product is dissolved in 1250 ml of carbon tetrachloride and N-bromosuccinimide added. Anhydrous HBr is added and the mixture is stirred and refluxed for 24 hrs. The mixture is filtered through a short column of silica gel and the solvent removed to give the product as a viscous oil. Starting materials: C(C)(=O)[O-] (acetate), C1(=CC=CC=C1)P(C1=CC=CC=C1)C1=CC=CC=C1 (triphenylphosphine), [C]=O (carbon monoxide), C(C1=CC=CC=C1)OC=1C=2N(C=C(C1)Br)C(=C(N2)C)C (8-benzyloxy-6-bromo-2,3-dimethylimidazo[1,2-a]pyridine). Reagents/catalysts: [Pd] (palladium). Run in C(C)O (ethanol), C(C)N(CC)CC (triethylamine). The product is C(C1=CC=CC=C1)OC=1C=2N(C=C(C1)C(=O)OCC)C(=C(N2)C)C (8-Benzyloxy-6-ethoxycarbonyl-2,3-dimethylimidazo[1,2-a]pyridine). Reaction SMILES: [CH2:1]([O:8][C:9]1[C:10]2[N:11]([C:16]([CH3:20])=[C:17]([CH3:19])[N:18]=2)[CH:12]=[C:13](Br)[CH:14]=1)[C:2]1[CH:7]=[CH:6][CH:5]=[CH:4][CH:3]=1.[C:21]([O-:24])(=[O:23])C.[C:25]1(P(C2C=CC=CC=2)C2C=CC=CC=2)C=CC=C[CH:26]=1.[C]=O>[Pd].C(O)C.C(N(CC)CC)C>[CH2:1]([O:8][C:9]1[C:10]2[N:11]([C:16]([CH3:20])=[C:17]([CH3:19])[N:18]=2)[CH:12]=[C:13]([C:21]([O:24][CH2:25][CH3:26])=[O:23])[CH:14]=1)[C:2]1[CH:7]=[CH:6][CH:5]=[CH:4][CH:3]=1 |^3:43|. Procedure details: A mixture of 4 g of 8-benzyloxy-6-bromo-2,3-dimethylimidazo[1,2-a]pyridine, 0.4 g of palladium( acetate, 1.33 g of triphenylphosphine, 10 ml of triethylamine and 50 ml of ethanol is heated for 16 h) a carbon monoxide atmosphere in an autoclave (5 bar), the volatile portions are stripped off in vaco and the residue is chromatographed on silica gel (eluent: ethyl acetate). 2.4 g of the title compound melting point 140-1° C. (diethyl ether) are obtained.